This data is from the Open Reaction Database (ORD), a public repository of structured organic reaction records. The task is: describe an organic reaction: reactants, conditions, products, and yield Reactants: [N+](=O)([O-])C=1C=CC(=NC1)N1C(=NC=C1)S (1-(5-nitro-2-pyridyl)-2-mercaptoimidazole), O1CCN(CC1)C1=C(CCl)C=CC=C1 (2-morpholinobenzyl chloride). Product: [N+](=O)([O-])C=1C=CC(=NC1)N1C(=NC=C1)SCC1=C(C=CC=C1)N1CCOCC1 (1-(5-nitro-2-pyridyl)-2-(2-morpholinobenzylthio)imidazole). Reaction SMILES: [N+:1]([C:4]1[CH:5]=[CH:6][C:7]([N:10]2[CH:14]=[CH:13][N:12]=[C:11]2[SH:15])=[N:8][CH:9]=1)([O-:3])=[O:2].[O:16]1[CH2:21][CH2:20][N:19]([C:22]2[CH:29]=[CH:28][CH:27]=[CH:26][C:23]=2[CH2:24]Cl)[CH2:18][CH2:17]1>>[N+:1]([C:4]1[CH:5]=[CH:6][C:7]([N:10]2[CH:14]=[CH:13][N:12]=[C:11]2[S:15][CH2:24][C:23]2[CH:26]=[CH:27][CH:28]=[CH:29][C:22]=2[N:19]2[CH2:20][CH2:21][O:16][CH2:17][CH2:18]2)=[N:8][CH:9]=1)([O-:3])=[O:2]. Procedure: 1-(5-nitro-2-pyridyl)-2-mercaptoimidazole and 2-morpholinobenzyl chloride are treated in the same manner as described in Example 1-(1) to give 1-(5-nitro-2-pyridyl)-2-(2-morpholinobenzylthio)imidazole.